From a dataset of the Open Reaction Database (ORD), a public repository of structured organic reaction records. describe an organic reaction: reactants, conditions, products, and yield The reactants are BrCC1=C(C=C(C=C1)OC)C(F)(F)F (1-(bromomethyl)-4-(methyloxy)-2-(trifluoromethyl)benzene), C[Si](C)(C)[N-][Si](C)(C)C.[Li+] (lithium bis(trimethylsilyl)amide), FC1=C(C(=O)NC2=NNC=C2)C=CC=C1 (2-fluoro-N-1H-pyrazol-3-ylbenzamide), Intermediate 43. Run in CS(=O)C (DMSO), C1CCOC1 (THF), C1CCOC1 (THF). Reaction conditions: time 2 hour. Product: FC1=C(C(=O)NC2=NN(C=C2)CC2=C(C=C(C=C2)OC)C(F)(F)F)C=CC=C1 (2-Fluoro-N-(1-{[4-(methyloxy)-2-(trifluoromethyl)phenyl]methyl}-1H-pyrazol-3-yl)benzamide). RXN SMILES: C[Si]([N-][Si](C)(C)C)(C)C.[Li+].[F:11][C:12]1[CH:25]=[CH:24][CH:23]=[CH:22][C:13]=1[C:14]([NH:16][C:17]1[CH:21]=[CH:20][NH:19][N:18]=1)=[O:15].Br[CH2:27][C:28]1[CH:33]=[CH:32][C:31]([O:34][CH3:35])=[CH:30][C:29]=1[C:36]([F:39])([F:38])[F:37]>C1COCC1.CS(C)=O>[F:11][C:12]1[CH:25]=[CH:24][CH:23]=[CH:22][C:13]=1[C:14]([NH:16][C:17]1[CH:21]=[CH:20][N:19]([CH2:27][C:28]2[CH:33]=[CH:32][C:31]([O:34][CH3:35])=[CH:30][C:29]=2[C:36]([F:37])([F:38])[F:39])[N:18]=1)=[O:15] |f:0.1|. Procedure: 1.0 M lithium bis(trimethylsilyl)amide (100 μl, 0.1 mmol, Aldrich) was slowly added to a solution of 2-fluoro-N-1H-pyrazol-3-ylbenzamide (for a preparation see Intermediate 43) (20.5 mg, 0.1 mmol) in THF (400 μl). The resulting solution was then transferred to a solution of 1-(bromomethyl)-4-(methyloxy)-2-(trifluoromethyl)benzene 24.7 mg, 0.1 mmol, JRD Fluorochemicals Ltd) in THF (200 μl) and stirred for 2 h under nitrogen at ambient temperature. The mixture was diluted with DMSO (0.6 ml) and pu... Starting materials: CC(C)(C)OC(=O)N1C(C(=O)O)CSC1c1cccnc1, COC(=O)C(N)CCSC, CN1CCOCC1, C(=NC1CCCCC1)=NC1CCCCC1, Cl, C1CCOC1, On1nnc2ccccc21. The product is COC(=O)C(CCSC)NC(=O)C1CSC(c2cccnc2)N1C(=O)OC(C)(C)C. As a reaction SMILES: [C:1]([CH3:2])([CH3:3])([CH3:4])[O:5][C:6](=[O:7])[N:8]1[CH:9]([c:16]2[cH:17][n:18][cH:19][cH:20][cH:21]2)[S:10][CH2:11][CH:12]1[C:13](=[O:14])[OH:15].[CH3:23][O:24][C:25]([CH:26]([NH2:27])[CH2:28][CH2:29][S:30][CH3:31])=[O:32].[CH3:43][N:44]1[CH2:45][CH2:46][O:47][CH2:48][CH2:49]1.[CH:50]1([N:51]=[C:52]=[N:53][CH:54]2[CH2:55][CH2:56][CH2:57][CH2:58][CH2:59]2)[CH2:60][CH2:61][CH2:62][CH2:63][CH2:64]1.[ClH:22].[O:65]1[CH2:66][CH2:67][CH2:68][CH2:69]1.[OH:33][n:34]1[c:35]2[cH:36][cH:37][cH:38][cH:39][c:40]2[n:41][n:42]1>>[C:1]([CH3:2])([CH3:3])([CH3:4])[O:5][C:6](=[O:7])[N:8]1[CH:9]([c:16]2[cH:17][n:18][cH:19][cH:20][cH:21]2)[S:10][CH2:11][CH:12]1[C:13](=[O:15])[NH:27][CH:26]([C:25]([O:24][CH3:23])=[O:32])[CH2:28][CH2:29][S:30][CH3:31]. Starting materials: OC1(C(=CC(C1)=O)C1=CC=NC=C1)C=1C=C(C=CC1)C (4-hydroxy-3-pyridine-4-yl-4-m-tolyl-cyclopent-2-en-1-one), CN(C)C1=NC=CC=C1 (dimethylamino pyridine), C(C)(=O)OC(C)=O (acetic anhydride). The solvent is C(Cl)Cl (methylene chloride). Reaction conditions: time 1 hour. The product is C(C)(=O)OC1(C(=CC(C1)=O)C1=CC=NC=C1)C=1C=C(C=CC1)C (4-acetoxy-3-pyridine-4-yl-4-m-tolyl-cyclopent-2-en-1-one). As a reaction SMILES: [OH:1][C:2]1([C:14]2[CH:15]=[C:16]([CH3:20])[CH:17]=[CH:18][CH:19]=2)[CH2:6][C:5](=[O:7])[CH:4]=[C:3]1[C:8]1[CH:13]=[CH:12][N:11]=[CH:10][CH:9]=1.CN(C1C=CC=CN=1)C.[C:30](OC(=O)C)(=[O:32])[CH3:31]>C(Cl)Cl>[C:30]([O:1][C:2]1([C:14]2[CH:15]=[C:16]([CH3:20])[CH:17]=[CH:18][CH:19]=2)[CH2:6][C:5](=[O:7])[CH:4]=[C:3]1[C:8]1[CH:9]=[CH:10][N:11]=[CH:12][CH:13]=1)(=[O:32])[CH3:31]. Reported procedure: To a solution of 4-hydroxy-3-pyridine-4-yl-4-m-tolyl-cyclopent-2-en-1-one and it's regioisomer (265 mg, 1.0 mmole) in methylene chloride (5 mL) was added dimethylamino pyridine (183 mg, 1.5 mmole) and acetic anhydride (0.12 mL, 1.2 mmole) at r.t. The reaction mixture was stirred at that temperature for 1 hr before quenching the reaction with 1 mL of methanol. Concentration and purification (silica, hexane/ethyl acetate) gave the title compound as the faster eluting isomer. MS (m/z): Calcd. C19H1... The reactants are CC(C)(C)OC(=O)N1CCC(c2nc(-c3ccc(F)c(C(F)(F)F)c3)c[nH]2)CC1, CO, Cl. The product is Cl, Fc1ccc(-c2c[nH]c(C3CCNCC3)n2)cc1C(F)(F)F. RXN SMILES: [C:2]([O:3][C:4](=[O:5])[N:9]1[CH2:10][CH2:11][CH:12]([c:15]2[nH:16][cH:17][c:18](-[c:20]3[cH:21][c:22]([C:27]([F:28])([F:29])[F:30])[c:23]([F:26])[cH:24][cH:25]3)[n:19]2)[CH2:13][CH2:14]1)([CH3:6])([CH3:7])[CH3:8].[CH3:31][OH:32].[ClH:1]>>[ClH:1].[NH:9]1[CH2:10][CH2:11][CH:12]([c:15]2[nH:16][cH:17][c:18](-[c:20]3[cH:21][c:22]([C:27]([F:28])([F:29])[F:30])[c:23]([F:26])[cH:24][cH:25]3)[n:19]2)[CH2:13][CH2:14]1. Reactants: [BH4-], CO, CCC(=O)Cn1c(CC(F)(F)F)nc2cc(Cl)c(Cl)cc21, [Na+], O. The product is CCC(O)Cn1c(CC(F)(F)F)nc2cc(Cl)c(Cl)cc21. As a reaction SMILES: [BH4-:1].[CH3:3][OH:4].[Cl:5][c:6]1[cH:7][c:8]2[c:9]([n:10]([CH2:18][C:19]([CH2:20][CH3:21])=[O:22])[c:11]([CH2:13][C:14]([F:15])([F:16])[F:17])[n:12]2)[cH:23][c:24]1[Cl:25].[Na+:2].[OH2:26]>>[Cl:5][c:6]1[cH:7][c:8]2[c:9]([n:10]([CH2:18][CH:19]([CH2:20][CH3:21])[OH:22])[c:11]([CH2:13][C:14]([F:15])([F:16])[F:17])[n:12]2)[cH:23][c:24]1[Cl:25]. The product is C(C)OC(CCCCC)=O.C(CCC)OCCCCCCCC (Butyloctyl Ether Ethylhexanoate). The reactants are resultant product, [OH-].[K+] (KOH), P(O)(O)(O)=O (Phosphoric Acid), C(CCC)OCCCCCCCC (Butyloctyl Ether), C(C)C(C(=O)O)CCCC (2-Ethyl Hexanoic Acid), C1(=CC=C(C=C1)S(=O)(=O)O)C (p-Toluenesulfonic Acid), C(CCC)C(CCCCCCC)O (Butyloctanol), [OH-].[K+] (Potassium Hydroxide), C1C(C)O1 (Propylene Oxide), C(CCC)OCCCCCCCC (Butyloctyl Ether). Reaction conditions: temperature 80 celsius. Reaction SMILES: C([CH:5]([OH:13])[CH2:6][CH2:7][CH2:8][CH2:9][CH2:10]CC)CCC.[OH-].[K+].[CH2:16]1[O:19][CH:17]1C.P(=O)(O)(O)O.[CH2:25]([O:29][CH2:30][CH2:31][CH2:32][CH2:33][CH2:34][CH2:35][CH2:36][CH3:37])[CH2:26][CH2:27][CH3:28].C(C(CCCC)C(O)=O)C.C1(C)C=CC(S(O)(=O)=O)=CC=1>>[CH2:17]([O:19][C:5](=[O:13])[CH2:6][CH2:7][CH2:8][CH2:9][CH3:10])[CH3:16].[CH2:25]([O:29][CH2:30][CH2:31][CH2:32][CH2:33][CH2:34][CH2:35][CH2:36][CH3:37])[CH2:26][CH2:27][CH3:28] |f:1.2,8.9|. Procedure details: 4 moles (744 grams) of Butyloctanol were charged to an autoclave, and 0.1% of Potassium Hydroxide was added as catalyst. The autoclave was purged with Nitrogen and 16 moles (928 grams) of Propylene Oxide were added at a temperature of 150–160° C. and a pressure of 30–40 psi. Upon completion, the batch was cooled to 80° C. and neutralized with Phosphoric Acid. The resultant product, PPG-4 Butyloctyl Ether, was a very pale yellow liquid. A four-neck flask was charged with 1,224 grams of the PPG-4 ...